This data is from the Open Reaction Database (ORD), a public repository of structured organic reaction records. The task is: describe an organic reaction: reactants, conditions, products, and yield Starting materials: [BH-](OC(=O)C)(OC(=O)C)OC(=O)C.[Na+] (NaBH(OAc)3), CC1(CCC(CC1)C1=CC2=C(N=C(N=C2CNC2CCOCC2)C)S1)C (N-{[6-(4,4-dimethylcyclohexyl)-2-methylthieno[2,3-d]pyrimidin-4-yl]methyl}tetrahydro-2H-pyran-4-amine), O1C(COC(C1)O)O (1,4-dioxane-2,5-diol), ClCCCl (DCE). The solvent is CCOC(=O)C (EtOAc), O (water), CO (MeOH). Conditions: temperature 0 celsius, time 1 hour. Yields the product CC1(CCC(CC1)C1=CC2=C(N=C(N=C2CN(CCO)C2CCOCC2)C)S1)C (2-[{[6-(4,4-dimethylcyclohexyl)-2-methylthieno[2,3-d]pyrimidin-4-yl]methyl}(tetrahydro-2H-pyran-4-yl)amino]ethanol). Isolated yield 45.6%. RXN SMILES: [CH3:1][C:2]1([CH3:26])[CH2:7][CH2:6][CH:5]([C:8]2[S:25][C:11]3[N:12]=[C:13]([CH3:24])[N:14]=[C:15]([CH2:16][NH:17][CH:18]4[CH2:23][CH2:22][O:21][CH2:20][CH2:19]4)[C:10]=3[CH:9]=2)[CH2:4][CH2:3]1.[O:27]1CC(O)O[CH2:29][CH:28]1O.ClCCCl.[BH-](OC(C)=O)(OC(C)=O)OC(C)=O.[Na+]>CCOC(C)=O.O.CO>[CH3:1][C:2]1([CH3:26])[CH2:7][CH2:6][CH:5]([C:8]2[S:25][C:11]3[N:12]=[C:13]([CH3:24])[N:14]=[C:15]([CH2:16][N:17]([CH:18]4[CH2:23][CH2:22][O:21][CH2:20][CH2:19]4)[CH2:29][CH2:28][OH:27])[C:10]=3[CH:9]=2)[CH2:4][CH2:3]1 |f:3.4|. Procedure details: To a mixture of N-{[6-(4,4-dimethylcyclohexyl)-2-methylthieno[2,3-d]pyrimidin-4-yl]methyl}tetrahydro-2H-pyran-4-amine (100 mg), 1,4-dioxane-2,5-diol (64 mg), DCE (2 mL), and MeOH (1 mL) was added NaBH(OAc)3 (170 mg) under ice-cooling, followed by stirring at 0° C. for 1 hour. To the reaction mixture were added water and EtOAc, followed by extraction with EtOAc. The organic layer was washed with brine, dried, and then concentrated under reduced pressure. The residue was purified by silica gel col... The product is Cc1ccccc1OC(CCN(C)C)c1ccccc1. Starting materials: O=C([O-])[O-], COC(C)(C)C, CN(C)CCC(O)c1ccccc1, [Cs+], [Cs+], [I-], Cc1ccccc1I. RXN SMILES: [C:23](=[O:24])([O-:25])[O-:26].[C:29]([O:30][CH3:31])([CH3:32])([CH3:33])[CH3:34].[CH3:1][N:2]([CH3:3])[CH2:4][CH2:5][CH:6]([c:7]1[cH:8][cH:9][cH:10][cH:11][cH:12]1)[OH:13].[Cs+:27].[Cs+:28].[I-:22].[I:14][c:15]1[c:16]([CH3:21])[cH:17][cH:18][cH:19][cH:20]1>>[CH3:1][N:2]([CH3:3])[CH2:4][CH2:5][CH:6]([c:7]1[cH:8][cH:9][cH:10][cH:11][cH:12]1)[O:13][c:15]1[c:16]([CH3:21])[cH:17][cH:18][cH:19][cH:20]1. Reactants: CC(C)OC(C)C, c1ccc(Oc2ccccc2)cc1, COc1cc2ncc(C(=O)O)c(O)c2cc1OC. The product is COc1cc2nccc(O)c2cc1OC. As a reaction SMILES: [CH:19]([O:20][CH:21]([CH3:22])[CH3:23])([CH3:24])[CH3:25].[O:26]([c:27]1[cH:28][cH:29][cH:30][cH:31][cH:32]1)[c:33]1[cH:34][cH:35][cH:36][cH:37][cH:38]1.[OH:1][c:2]1[c:3]([C:16]([OH:17])=[O:18])[cH:4][n:5][c:6]2[cH:7][c:8]([O:14][CH3:15])[c:9]([O:12][CH3:13])[cH:10][c:11]12>>[OH:1][c:2]1[cH:3][cH:4][n:5][c:6]2[cH:7][c:8]([O:14][CH3:15])[c:9]([O:12][CH3:13])[cH:10][c:11]12.